This data is from the Open Reaction Database (ORD), a public repository of structured organic reaction records. The task is: describe an organic reaction: reactants, conditions, products, and yield Reactants: O=C([O-])[O-], CI, CC(C)=O, [K+], [K+], COc1ccc(C=O)c(O)c1-c1cc2ccccc2s1. Product: COc1ccc(C=O)c(OC)c1-c1cc2ccccc2s1. As a reaction SMILES: [C:21](=[O:22])([O-:23])[O-:24].[CH3:27][I:28].[CH3:29][C:30](=[O:31])[CH3:32].[K+:25].[K+:26].[s:1]1[c:2]2[c:3]([cH:4][c:5]1-[c:6]1[c:7]([OH:16])[c:8]([CH:9]=[O:10])[cH:11][cH:12][c:13]1[O:14][CH3:15])[cH:17][cH:18][cH:19][cH:20]2>>[s:1]1[c:2]2[c:3]([cH:4][c:5]1-[c:6]1[c:7]([O:16][CH3:21])[c:8]([CH:9]=[O:10])[cH:11][cH:12][c:13]1[O:14][CH3:15])[cH:17][cH:18][cH:19][cH:20]2. Reactants: C(#N)COC=1C=C(C=CC1)NS(=O)(=O)C (N-(3-Cyanomethoxyphenyl)-methanesulfonamide), C(C)O (ethanol), Cl (hydrogen chloride). Run in C(Cl)(Cl)Cl (chloroform). Run at time 16 hour. Yields the product Cl.C(C)OC(COC1=CC(=CC=C1)NS(=O)(=O)C)=N (2-(3-methanesulfonylaminophenoxy)-acetimidic acid ethyl ester hydrochloride). Reaction SMILES: [C:1]([CH2:3][O:4][C:5]1[CH:6]=[C:7]([NH:11][S:12]([CH3:15])(=[O:14])=[O:13])[CH:8]=[CH:9][CH:10]=1)#[N:2].[ClH:16].[CH2:17]([OH:19])[CH3:18]>C(Cl)(Cl)Cl>[ClH:16].[CH2:17]([O:19][C:1](=[NH:2])[CH2:3][O:4][C:5]1[CH:10]=[CH:9][CH:8]=[C:7]([NH:11][S:12]([CH3:15])(=[O:14])=[O:13])[CH:6]=1)[CH3:18] |f:4.5|. Procedure: N-(3-Cyanomethoxyphenyl)-methanesulfonamide (1.0 g) was dissolved in a mixture of 20 ml of chloroform and 0.25 ml of absolute ethanol (EtOH). The reaction mixture was cooled in an ice bath and saturated with hydrogen chloride gas. The mixture was slowly allowed to come to room temperature and stirred for 16 hours. The solvent was evaporated leaving 1.1 g of 2-(3-methanesulfonylaminophenoxy)-acetimidic acid ethyl ester hydrochloride. ##STR57## The reactants are COC(=O)C(CCC[C@@H]1SC[C@@H]2NC(=O)N[C@H]12)=NO.C(=O)(OCC1=CC=CC=C1)N[C@@H](CC1=CC=CC=C1)C(=O)O (N-CBZ-phenylalanine oximinobiotin methyl ester), CN(C)C=O (DMF). Solvent: O (H2O). The product is C(=O)(OCC1=CC=CC=C1)N[C@@H](CC1=CC=CC=C1)C(=O)O (N-CBZ-phenylalanine), COC(=O)C(CCC[C@@H]1SC[C@@H]2NC(=O)N[C@H]12)=NO (oximinobiotin methyl ester). As a reaction SMILES: [CH3:1][O:2][C:3]([C:5](=[N:18][OH:19])[CH2:6][CH2:7][CH2:8][C@H:9]1[C@@H:17]2[C@@H:12]([NH:13][C:14]([NH:16]2)=[O:15])[CH2:11][S:10]1)=[O:4].[C:20]([NH:30][C@H:31]([C:39]([OH:41])=[O:40])[CH2:32][C:33]1[CH:38]=[CH:37][CH:36]=[CH:35][CH:34]=1)([O:22][CH2:23][C:24]1[CH:29]=[CH:28][CH:27]=[CH:26][CH:25]=1)=[O:21].CN(C=O)C>O>[C:20]([NH:30][C@H:31]([C:39]([OH:41])=[O:40])[CH2:32][C:33]1[CH:38]=[CH:37][CH:36]=[CH:35][CH:34]=1)([O:22][CH2:23][C:24]1[CH:29]=[CH:28][CH:27]=[CH:26][CH:25]=1)=[O:21].[CH3:1][O:2][C:3]([C:5](=[N:18][OH:19])[CH2:6][CH2:7][CH2:8][C@H:9]1[C@@H:17]2[C@@H:12]([NH:13][C:14]([NH:16]2)=[O:15])[CH2:11][S:10]1)=[O:4] |f:0.1|. Reported procedure: A solution of N-CBZ-phenylalanine oximinobiotin methyl ester (10.0 mg, 0.018 mmol) in distilled H2O (0.99 mL)/DMF (0.01 mL) was treated with lipase (candida cylindracea, 3 mg, ca. 2000 units) and analyzed by HPLC. After 1 H, the probiotin was cleaved to form N-CBZ-phenylalanine and oximinobiotin methyl ester. Control samples containing no lipase did not show evidence of cleavage. The crude reaction mixture caused a displacement of HABA from the HABA/avidin or HABA/streptavidin complexes, confirm... Reactants: ClC1=NN=NN1C1=C(C(=CC=C1)Cl)Cl (5-chloro-1-(2,3-dichlorophenyl)-1H-tetrazole), ClC1=CC=C(C=C1)C1NCCC1 (2-(4-Chloro-phenyl)-pyrrolidine). Product: ClC1=CC=C(C=C1)C1N(CCC1)C1=NN=NN1C1=C(C(=CC=C1)Cl)Cl (5-[2-(4-chlorophenyl)pyrrolidin-1-yl]-1-(2,3-dichlorophenyl)-1H-tetrazole). Yield: 10.1%. As a reaction SMILES: Cl[C:2]1[N:6]([C:7]2[CH:12]=[CH:11][CH:10]=[C:9]([Cl:13])[C:8]=2[Cl:14])[N:5]=[N:4][N:3]=1.[Cl:15][C:16]1[CH:21]=[CH:20][C:19]([CH:22]2[CH2:26][CH2:25][CH2:24][NH:23]2)=[CH:18][CH:17]=1>>[Cl:15][C:16]1[CH:17]=[CH:18][C:19]([CH:22]2[CH2:26][CH2:25][CH2:24][N:23]2[C:2]2[N:6]([C:7]3[CH:12]=[CH:11][CH:10]=[C:9]([Cl:13])[C:8]=3[Cl:14])[N:5]=[N:4][N:3]=2)=[CH:20][CH:21]=1. Procedure details: The compound from Example 75B (0.1 g) was reacted with 2-(4-Chloro-phenyl)-pyrrolidine (0.1 g) according to the method of Example 75C to provide 0.016 g of the title compound as a white solid. MS (ESI/NH3) m/z 395 (M+H)+; 1H NMR (δ, DMSO-d6) 1.78-1.9 (m, 4H), 3.3-3.6 (m, 2H), 4.8-5.0 (m, 1H) 6.8-6.9 (m, 1H), 7.05-7.19 (m, 4H), 7.60-7.65 (t, 1H), 7.79-7.85 (d, 1H), 7.99-8.1 (d, 1H).